Dataset: the Open Reaction Database (ORD), a public repository of structured organic reaction records. Task: describe an organic reaction: reactants, conditions, products, and yield The reactants are C1COCCO1, Cl, CC(C)(C)OC(=O)N1CCC(NC(=O)c2nnc(Nc3ccccc3F)o2)CC1. The product is O=C(NC1CCNCC1)c1nnc(Nc2ccccc2F)o1. Reaction SMILES: [CH2:31]1[O:32][CH2:33][CH2:34][O:35][CH2:36]1.[ClH:30].[F:1][c:2]1[c:3]([NH:8][c:9]2[n:10][n:11][c:12]([C:14](=[O:15])[NH:16][CH:17]3[CH2:18][CH2:19][N:20]([C:23]([O:24][C:25]([CH3:26])([CH3:27])[CH3:28])=[O:29])[CH2:21][CH2:22]3)[o:13]2)[cH:4][cH:5][cH:6][cH:7]1>>[F:1][c:2]1[c:3]([NH:8][c:9]2[n:10][n:11][c:12]([C:14](=[O:15])[NH:16][CH:17]3[CH2:18][CH2:19][NH:20][CH2:21][CH2:22]3)[o:13]2)[cH:4][cH:5][cH:6][cH:7]1.